From a dataset of the Open Reaction Database (ORD), a public repository of structured organic reaction records. describe an organic reaction: reactants, conditions, products, and yield Yield: 46.4%. Starting materials: O1C(C(=O)O)C1C(=O)O.C(C)[K] (monoethyl potassium epoxysuccinate), C(C(=O)Cl)(=O)Cl (oxalyl chloride), CNCC1=CC=CC=C1 (N-methylbenzylamine). Product: CN(C(C1C(C(=O)OCC)O1)=O)CC1=CC=CC=C1 (ethyl N-methyl-N-benzyl-2,3-epoxysuccinamate). As a reaction SMILES: [O:1]1[CH:6]([C:7]([OH:9])=[O:8])[CH:2]1[C:3]([OH:5])=O.[CH2:10]([K])[CH3:11].C(Cl)(=O)C(Cl)=O.[CH3:19][NH:20][CH2:21][C:22]1[CH:27]=[CH:26][CH:25]=[CH:24][CH:23]=1>>[CH3:19][N:20]([CH2:21][C:22]1[CH:27]=[CH:26][CH:25]=[CH:24][CH:23]=1)[C:3](=[O:5])[CH:2]1[O:1][CH:6]1[C:7]([O:9][CH2:10][CH3:11])=[O:8] |f:0.1|. Reported procedure: Following the procedure of Example 34, monoethyl potassium epoxysuccinate (1.0 g) was successively treated with oxalyl chloride (0.75 g) and N-methylbenzylamine (1.3 g) to give 0.61 g ethyl N-methyl-N-benzyl-2,3-epoxysuccinamate (Compound No. 58) as colorless oil. The reactants are C1CCOC1, COC(=O)CCCOc1cc([N+](=O)[O-])c(CO)cc1OC, BrP(Br)Br. The product is COC(=O)CCCOc1cc([N+](=O)[O-])c(CBr)cc1OC. Reaction SMILES: [CH2:26]1[O:27][CH2:28][CH2:29][CH2:30]1.[CH3:1][O:2][C:3]([CH2:4][CH2:5][CH2:6][O:7][c:8]1[c:9]([O:19][CH3:20])[cH:10][c:11]([CH2:17][OH:18])[c:12]([N+:14](=[O:15])[O-:16])[cH:13]1)=[O:21].[P:22]([Br:23])([Br:24])[Br:25]>>[CH3:1][O:2][C:3]([CH2:4][CH2:5][CH2:6][O:7][c:8]1[c:9]([O:19][CH3:20])[cH:10][c:11]([CH2:17][Br:23])[c:12]([N+:14](=[O:15])[O-:16])[cH:13]1)=[O:21]. Reactants: c1ccc(CC2CCNCC2)cc1, Cc1ccccc1, O=[N+]([O-])c1ccc(OCCBr)cc1O. Product: O=[N+]([O-])c1ccc(OCCN2CCC(Cc3ccccc3)CC2)cc1O. Reaction SMILES: [CH2:1]([c:2]1[cH:3][cH:4][cH:5][cH:6][cH:7]1)[CH:8]1[CH2:9][CH2:10][NH:11][CH2:12][CH2:13]1.[CH3:28][c:29]1[cH:30][cH:31][cH:32][cH:33][cH:34]1.[OH:14][c:15]1[cH:16][c:17]([O:18][CH2:19][CH2:20][Br:21])[cH:22][cH:23][c:24]1[N+:25](=[O:26])[O-:27]>>[CH2:1]([c:2]1[cH:3][cH:4][cH:5][cH:6][cH:7]1)[CH:8]1[CH2:9][CH2:10][N:11]([CH2:20][CH2:19][O:18][c:17]2[cH:16][c:15]([OH:14])[c:24]([N+:25](=[O:26])[O-:27])[cH:23][cH:22]2)[CH2:12][CH2:13]1. Reactants: CN1C(N(C2=C(C1=O)C=CS2)C(C)C)=O (3-Methyl-1-(1-methylethyl)thieno[2,3-d]pyrimidine-2,4(1H, 3H)-dione), C(=O)C1=NC2=C(N1C)C=CC=C2 (2-formyl-1-methylbenzimidazole). The product is OC(C1=NC2=C(N1C)C=CC=C2)C2=CC1=C(N(C(N(C1=O)C)=O)C(C)C)S2 (6-[1-Hydroxy-1-(1-methyl-1H-benzimidazol-2-yl)methyl]-3-methyl-1-(1-methylethyl)thieno[2,3-d]pyrimidine-2,4(1H, 3H)-dione). RXN SMILES: [CH3:1][N:2]1[C:7](=[O:8])[C:6]2[CH:9]=[CH:10][S:11][C:5]=2[N:4]([CH:12]([CH3:14])[CH3:13])[C:3]1=[O:15].[CH:16]([C:18]1[N:22]([CH3:23])[C:21]2[CH:24]=[CH:25][CH:26]=[CH:27][C:20]=2[N:19]=1)=[O:17]>>[OH:17][CH:16]([C:10]1[S:11][C:5]2[N:4]([CH:12]([CH3:13])[CH3:14])[C:3](=[O:15])[N:2]([CH3:1])[C:7](=[O:8])[C:6]=2[CH:9]=1)[C:18]1[N:22]([CH3:23])[C:21]2[CH:24]=[CH:25][CH:26]=[CH:27][C:20]=2[N:19]=1. Procedure details: Prepared from 3-Methyl-1-(1-methylethyl)thieno[2,3-d]pyrimidine-2,4(1H, 3H)-dione and 2-formyl-1-methylbenzimidazole following the method of Example 1 step d. Reactants: N1(C=NC=2C=NC=3C=CC=CC3C21)N (1H-imidazo[4,5-c]quinolin-1-amine), COC(C)(C)OC (2,2-dimethoxypropane). Solvent: C(C)#N (acetonitrile), C(C)(=O)O (acetic acid), C(Cl)(Cl)Cl (CHCl3). Conditions: temperature 100 celsius, time 18 hour. Product: N1(C=NC=2C=NC=3C=CC=CC3C21)N=C(C)C (N-(1H-imidazo[4,5-c]quinolin-1-yl)isopropylideneamine). The yield is 100.1%. As a reaction SMILES: [N:1]1([NH2:14])[C:13]2[C:12]3[CH:11]=[CH:10][CH:9]=[CH:8][C:7]=3[N:6]=[CH:5][C:4]=2[N:3]=[CH:2]1.CO[C:17](OC)([CH3:19])[CH3:18]>C(#N)C.C(O)(=O)C.C(Cl)(Cl)Cl>[N:1]1([N:14]=[C:17]([CH3:19])[CH3:18])[C:13]2[C:12]3[CH:11]=[CH:10][CH:9]=[CH:8][C:7]=3[N:6]=[CH:5][C:4]=2[N:3]=[CH:2]1. Procedure details: A solution of 1H-imidazo[4,5-c]quinolin-1-amine (2.86 g, 15.5 mmol) in 60 mL of acetonitrile and 15 mL of glacial acetic acid was treated with 2,2-dimethoxypropane (9.53 mL, 77.5 mmol) and heated to 100° C. under an atmosphere of nitrogen. After 18 h, the reaction mixture was concentrated under reduced pressure to give a brown oil. The oil was dissolved in 100 mL of CHCl3 and washed with 5% Na2CO3 solution (2×30 mL), water (30 mL) and brine (30 mL). The organic portion was dried over Na2SO4, fil... Reactants: BrC=1C=C(C(=C(C1)C(=O)C1=CC=C(C=C1)CC)Cl)OC ((5-Bromo-2-chloro-3-methoxyphenyl)(4-ethylphenyl)methanone), C(C)[SiH](CC)CC (triethylsilane), B(F)(F)F.CCOCC (boron trifluoride diethyl etherate). The solvent is C(Cl)Cl (CH2Cl2). Reaction conditions: time 5 hour. Product: C(C)C1=CC=C(CC2=C(C(=CC(=C2)Br)OC)Cl)C=C1 (1-(4-Ethylbenzyl)-5-bromo-2-chloro-3-methoxybenzene). Yield: 56.1%. RXN SMILES: [Br:1][C:2]1[CH:3]=[C:4]([O:19][CH3:20])[C:5]([Cl:18])=[C:6]([C:8]([C:10]2[CH:15]=[CH:14][C:13]([CH2:16][CH3:17])=[CH:12][CH:11]=2)=O)[CH:7]=1.C([SiH](CC)CC)C.B(F)(F)F.CCOCC>C(Cl)Cl>[CH2:16]([C:13]1[CH:14]=[CH:15][C:10]([CH2:8][C:6]2[CH:7]=[C:2]([Br:1])[CH:3]=[C:4]([O:19][CH3:20])[C:5]=2[Cl:18])=[CH:11][CH:12]=1)[CH3:17] |f:2.3|. Procedure: To a solution of compound 61 (4.45 g, 12.6 mmol) in CH2Cl2 (80 mL) was added dropwise triethylsilane (6.00 mL, 37.8 mmol) and boron trifluoride diethyl etherate (4.67 mL, 37.8 mmol) at 0° C. under an atmosphere of nitrogen. After being stirred for 5 hours at room temperature, the mixture was quenched with aq. saturated K2CO3 solution (30 mL) and extracted with EtOAc. The organic layer was washed with brine, dried over MgSO4, filtered and concentrated in vacuo. The residue was purified by silica ... The reactants are ClC1=C2CC/C(/C2=CC=C1)=C\C(=O)O ((E)-2-(4-chloro-1-indanylidene)acetic acid), C(C(=O)Cl)(=O)Cl (oxalyl chloride). The reagents and catalysts are ClCCl (dichloromethane). Run in CN(C=O)C (dimethylformamide). Reaction conditions: time 18 hour. Product: ClC1=C2CC/C(/C2=CC=C1)=C\C(=O)Cl ((E)-2-(4-chloro-1-indanylidene) acetyl Chloride). Reaction SMILES: [Cl:1][C:2]1[CH:10]=[CH:9][CH:8]=[C:7]2[C:3]=1[CH2:4][CH2:5]/[C:6]/2=[CH:11]\[C:12]([OH:14])=O.C(Cl)(=O)C([Cl:18])=O>CN(C)C=O.ClCCl>[Cl:1][C:2]1[CH:10]=[CH:9][CH:8]=[C:7]2[C:3]=1[CH2:4][CH2:5]/[C:6]/2=[CH:11]\[C:12]([Cl:18])=[O:14]. Procedure: A suspension of (E)-2-(4-chloro-1-indanylidene)acetic acid (5.5 g, 0.03 mol) in a mixture of dimethylformamide: dichloromethane (5 drops: 50 mL) was treated with oxalyl chloride (6.6 g, 0.05 mol) and allowed to stir at room temperature for 18 h. The resulting solution was concentrated in vacuo and the residue used without further purification. Solvent: C(Cl)Cl (methylene chloride). Reactants: [N+](=O)([O-])C1=C(C=C(C(=O)N2CC=3N(CC4=C2C=CC=C4)C=CC3)C=C1)OC (10,11-dihydro-10-(4-nitro-3-methoxybenzoyl)-5H-pyrrolo[2,1-c][1,4]benzodiazepine), O.O.Cl[Sn]Cl (SnCl2.2H2O), C(C)O (ethyl alcohol), O1CCCC1 (tetrahydrofuran), MS(CI). Yields the product NC1=C(C=C(C(=O)N2CC=3N(CC4=C2C=CC=C4)C=CC3)C=C1)OC (10,11-Dihydro-10-(4-amino-3-methoxybenzoyl)-5H-pyrrolo[2,1-c][1,4]benzodiazepine). Reported procedure: A mixture of 0.91 g of 10,11-dihydro-10-(4-nitro-3-methoxybenzoyl)-5H-pyrrolo[2,1-c][1,4]benzodiazepine, 4.51 g of SnCl2.2H2O, 6 ml of ethyl alcohol, 6 ml of tetrahydrofuran and 16 ml of methylene chloride is stirred at 50° C. for 2 hours. The solvents are evaporated in vacuo and the residue dissolved in 80 ml of ethyl acetate. The solution is treated with 50 ml of 1N NaOH with stirring for 30 minutes. The resulting suspension is filtered through diatomaceous earth. The pad is washed with ethyl ... RXN SMILES: [N+:1]([C:4]1[CH:25]=[CH:24][C:7]([C:8]([N:10]2[C:16]3[CH:17]=[CH:18][CH:19]=[CH:20][C:15]=3[CH2:14][N:13]3[CH:21]=[CH:22][CH:23]=[C:12]3[CH2:11]2)=[O:9])=[CH:6][C:5]=1[O:26][CH3:27])([O-])=O.O.O.Cl[Sn]Cl.C(O)C.O1CCCC1>C(Cl)Cl>[NH2:1][C:4]1[CH:25]=[CH:24][C:7]([C:8]([N:10]2[C:16]3[CH:17]=[CH:18][CH:19]=[CH:20][C:15]=3[CH2:14][N:13]3[CH:21]=[CH:22][CH:23]=[C:12]3[CH2:11]2)=[O:9])=[CH:6][C:5]=1[O:26][CH3:27] |f:1.2.3|. Run at temperature 50 celsius, time 2 hour. Starting materials: BrC=1C=CC2=C(C(OC(N2)C)(C)C)C1 (6-bromo-2,4,4-trimethyl-1,4-dihydro-2H-3,1-benzoxazine), BrC=1C=C(SC1)C#N (4-bromo-2-thiophenecarbonitrile). Yields the product CC1NC2=C(C(O1)(C)C)C=C(C=C2)C=2C=C(SC2)C#N (4-(2,4,4-Trimethyl-1,4-dihydro-2H-3,1-benzoxazin-6-yl)thiophene-2carbonitrile). Reaction SMILES: Br[C:2]1[CH:3]=[CH:4][C:5]2[NH:10][CH:9]([CH3:11])[O:8][C:7]([CH3:13])([CH3:12])[C:6]=2[CH:14]=1.Br[C:16]1[CH:17]=[C:18]([C:21]#[N:22])[S:19][CH:20]=1>>[CH3:11][CH:9]1[O:8][C:7]([CH3:13])([CH3:12])[C:6]2[CH:14]=[C:2]([C:16]3[CH:17]=[C:18]([C:21]#[N:22])[S:19][CH:20]=3)[CH:3]=[CH:4][C:5]=2[NH:10]1. Reported procedure: Prepared according to the procedure for Example 13 from 6-bromo-2,4,4-trimethyl-1,4-dihydro-2H-3,1-benzoxazine and 4-bromo-2-thiophenecarbonitrile. An off-white solid: mp 175-176° C.; 1H-NMR (DMSO-d6) δ 8.39 (d, 1H, J=1.5 Hz), 8.13 (d, 1H, J=1.5 Hz), 7.47 (d, 1H, J=1.9 Hz), 7.36 (dd, 1H, J=8.4, 1.9 Hz), 6.59 (d, 1H, J=8.4 Hz), 6.41 (s, 1H), 4.78 (m, 1H), 1.51 (s, 3H), 1.47 (s, 3H), 1.28 (d, 3H, J=5.4 Hz); MS (ESI) m/z 285 [M+H]+. The reactants are CC1(C)OCC(CCO)O1, CCOC(C)=O, CSc1nc(Cl)c2c(-c3ccccc3Cl)n[nH]c2n1, [H-], [Na+], C1COCCO1, O. Yields the product CSc1nc(OCC2COC(C)(C)O2)c2c(-c3ccccc3Cl)n[nH]c2n1. RXN SMILES: [CH3:1][C:2]1([CH3:10])[O:3][CH2:4][CH:5]([CH2:7][CH2:8][OH:9])[O:6]1.[CH3:39][CH2:40][O:41][C:42](=[O:43])[CH3:44].[Cl:13][c:14]1[c:15]2[c:16]([n:17][c:18]([S:20][CH3:21])[n:19]1)[nH:22][n:23][c:24]2-[c:25]1[c:26]([Cl:31])[cH:27][cH:28][cH:29][cH:30]1.[H-:11].[Na+:12].[O:33]1[CH2:34][CH2:35][O:36][CH2:37][CH2:38]1.[OH2:32]>>[CH3:1][C:2]1([CH3:10])[O:3][CH2:4][CH:5]([CH2:7][O:32][c:14]2[c:15]3[c:16]([n:17][c:18]([S:20][CH3:21])[n:19]2)[nH:22][n:23][c:24]3-[c:25]2[c:26]([Cl:31])[cH:27][cH:28][cH:29][cH:30]2)[O:6]1.